Dataset: the Open Reaction Database (ORD), a public repository of structured organic reaction records. Task: describe an organic reaction: reactants, conditions, products, and yield Reactants: B, CSC, CCC(CC)CC(NC(=O)COC)C1(c2ccc(Cl)c(Cl)c2)CCC1, C1CCOC1. The product is CCC(CC)CC(NCCOC)C1(c2ccc(Cl)c(Cl)c2)CCC1. RXN SMILES: [BH3:4].[CH3:1][S:2][CH3:3].[Cl:5][c:6]1[cH:7][c:8]([C:13]2([CH:17]([CH2:18][CH:19]([CH2:20][CH3:21])[CH2:22][CH3:23])[NH:24][C:25]([CH2:26][O:27][CH3:28])=[O:29])[CH2:14][CH2:15][CH2:16]2)[cH:9][cH:10][c:11]1[Cl:12].[O:30]1[CH2:31][CH2:32][CH2:33][CH2:34]1>>[Cl:5][c:6]1[cH:7][c:8]([C:13]2([CH:17]([CH2:18][CH:19]([CH2:20][CH3:21])[CH2:22][CH3:23])[NH:24][CH2:25][CH2:26][O:27][CH3:28])[CH2:14][CH2:15][CH2:16]2)[cH:9][cH:10][c:11]1[Cl:12]. As a reaction SMILES: [CH3:26][S:27]([CH3:28])=[O:29].[N-:23]=[N+:24]=[N-:25].[Na+:22].[OH2:30].[c:1]1([S:7](=[O:8])(=[O:9])[CH2:10][c:11]2[c:12]([NH2:21])[c:13]([O:17][CH2:18][CH2:19][Cl:20])[cH:14][cH:15][cH:16]2)[cH:2][cH:3][cH:4][cH:5][cH:6]1>>[c:1]1([S:7](=[O:8])(=[O:9])[CH2:10][c:11]2[c:12]([NH2:21])[c:13]([O:17][CH2:18][CH2:19][N:23]=[N+:24]=[N-:25])[cH:14][cH:15][cH:16]2)[cH:2][cH:3][cH:4][cH:5][cH:6]1. The product is [N-]=[N+]=NCCOc1cccc(CS(=O)(=O)c2ccccc2)c1N. Starting materials: CS(C)=O, [N-]=[N+]=[N-], [Na+], O, Nc1c(CS(=O)(=O)c2ccccc2)cccc1OCCCl. The reactants are NC1C(N(C2=C(CC1)C=CC=C2)CC2=CC=C(C=C2)C)=O (3-amino-1-(p-methylbenzyl)-2,3,4,5-tetrahydro-benzazepin-2-one), C(C)OC([C@@H](CCC1CCCCC1)OS(=O)(=O)C1=CC=C(C=C1)[N+](=O)[O-])=O ((R)-alpha-[[(4-nitrophenyl)sulfonyl]oxy]-4-cyclohexylbutyric acid ethyl ester), CN1CCOCC1 (N-methylmorpholine). Run in C(C)(=O)OCC.CCCCCC (ethyl acetate hexane). Yields the product esters 3-(S)-[(1-(S)-ethoxycarbonyl-3-cyclohexyl-propyl)-amino]-1-(p-methylbenzyl)-2,3,4,5-tetrahydro-benzazepin-2-one, C(C)OC(=O)[C@H](CCC1CCCCC1)N[C@H]1C(N(C2=C(CC1)C=CC=C2)CC2=CC=C(C=C2)C)=O (3-(R)-[(1-(S)-ethoxycarbonyl-3-cyclohexyl-propyl)-amino]-1-(p-methylbenzyl)-2,3,4,5-tetrahydro-benzazepin-2-one). As a reaction SMILES: [NH2:1][CH:2]1[CH2:8][CH2:7][C:6]2[CH:9]=[CH:10][CH:11]=[CH:12][C:5]=2[N:4]([CH2:13][C:14]2[CH:19]=[CH:18][C:17]([CH3:20])=[CH:16][CH:15]=2)[C:3]1=[O:21].[CH2:22]([O:24][C:25](=[O:48])[C@H:26](OS(C1C=CC([N+]([O-])=O)=CC=1)(=O)=O)[CH2:27][CH2:28][CH:29]1[CH2:34][CH2:33][CH2:32][CH2:31][CH2:30]1)[CH3:23].CN1CCOCC1>C(OCC)(=O)C.CCCCCC>[CH2:22]([O:24][C:25]([C@@H:26]([NH:1][C@@H:2]1[CH2:8][CH2:7][C:6]2[CH:9]=[CH:10][CH:11]=[CH:12][C:5]=2[N:4]([CH2:13][C:14]2[CH:15]=[CH:16][C:17]([CH3:20])=[CH:18][CH:19]=2)[C:3]1=[O:21])[CH2:27][CH2:28][CH:29]1[CH2:30][CH2:31][CH2:32][CH2:33][CH2:34]1)=[O:48])[CH3:23] |f:3.4|. Procedure: The reaction of 5.4 g of 3-amino-1-(p-methylbenzyl)-2,3,4,5-tetrahydro-benzazepin-2-one with 8.84 g of (R)-alpha-[[(4-nitrophenyl)sulfonyl]oxy]-4-cyclohexylbutyric acid ethyl ester and 2.6 ml of N-methylmorpholine yields the two diastereoisomeric esters 3-(S)-[(1-(S)-ethoxycarbonyl-3-cyclohexyl-propyl)-amino]-1-(p-methylbenzyl)-2,3,4,5-tetrahydro-benzazepin-2-one and 3-(R)-[(1-(S)-ethoxycarbonyl-3-cyclohexyl-propyl)-amino]-1-(p-methylbenzyl)-2,3,4,5-tetrahydro-benzazepin-2-one, Rf values (eluant... The reactants are CCc1cc(CC)c2ccc(=O)[nH]c2n1, CN(C)CCCl, CN(C)C=O, Cl, [H-], [Na+]. Yields the product CCc1cc(CC)c2ccc(=O)n(CCN(C)C)c2n1. Reaction SMILES: [CH2:1]([CH3:2])[c:3]1[c:4]2[cH:5][cH:6][c:7](=[O:15])[nH:8][c:9]2[n:10][c:11]([CH2:13][CH3:14])[cH:12]1.[CH3:19][N:20]([CH2:21][CH2:22][Cl:23])[CH3:24].[CH3:25][N:26]([CH3:27])[CH:28]=[O:29].[ClH:18].[H-:16].[Na+:17]>>[CH2:1]([CH3:2])[c:3]1[c:4]2[cH:5][cH:6][c:7](=[O:15])[n:8]([CH2:22][CH2:21][N:20]([CH3:19])[CH3:24])[c:9]2[n:10][c:11]([CH2:13][CH3:14])[cH:12]1. Reactants: ClC(=O)OCC1=CC=CC=C1 (benzyl chloroformate), COC=1C=C(C=CC1OC)CCNC(CNC1=CC=C(C=C1)C)=O (N-[2(3,4-dimethoxyphenyl)ethyl]2-(p-toluidino)acetamide), C([O-])([O-])=O.[K+].[K+] (potassium carbonate), ice water, CN(C=O)C (dimethylformamide). The solvent is C(Cl)(Cl)Cl (chloroform). The product is COC=1C=C(C=CC1OC)CCNC(CN(C1=CC=C(C=C1)C)C(=O)OCC1=CC=CC=C1)=O (N-[2-(3,4-dimethoxyphenyl)ethyl]-2-(N-benzyloxycarbonyl-p-toluidino)-acetamide). Yield: 84.8%. Reaction SMILES: [CH3:1][O:2][C:3]1[CH:4]=[C:5]([CH2:11][CH2:12][NH:13][C:14](=[O:24])[CH2:15][NH:16][C:17]2[CH:22]=[CH:21][C:20]([CH3:23])=[CH:19][CH:18]=2)[CH:6]=[CH:7][C:8]=1[O:9][CH3:10].C(=O)([O-])[O-].[K+].[K+].CN(C)C=O.Cl[C:37]([O:39][CH2:40][C:41]1[CH:46]=[CH:45][CH:44]=[CH:43][CH:42]=1)=[O:38]>C(Cl)(Cl)Cl>[CH3:1][O:2][C:3]1[CH:4]=[C:5]([CH2:11][CH2:12][NH:13][C:14](=[O:24])[CH2:15][N:16]([C:37]([O:39][CH2:40][C:41]2[CH:46]=[CH:45][CH:44]=[CH:43][CH:42]=2)=[O:38])[C:17]2[CH:18]=[CH:19][C:20]([CH3:23])=[CH:21][CH:22]=2)[CH:6]=[CH:7][C:8]=1[O:9][CH3:10] |f:1.2.3|. Procedure: A mixture of N-[2(3,4-dimethoxyphenyl)ethyl]2-(p-toluidino)acetamide (3.6 g) and anhydrous potassium carbonate (2.5 g) was added to anhydrous dimethylformamide (25 ml). The mixture was vigorously stirred under ice cooling and to the solution was dropwise added over 20 minutes an anhydrous chloroform solution (5 ml) containing benzyl chloroformate (2.04 g). The reaction mixture was poured into ice-water and extracted with chloroform. The extract was washed with water, dried and the solvent was di...